This data is from the Open Reaction Database (ORD), a public repository of structured organic reaction records. The task is: describe an organic reaction: reactants, conditions, products, and yield Reactants: C1(=CC=CC=C1)CN1C[C@H]([C@H](CC1)CO)O ((±)-cis-1-(phenylmethyl)-3-hydroxy-4-piperidinemethanol), [O-2].[Ca+2] (calcium oxide). The reagents and catalysts are [Cr](=O)([O-])[O-].[Cu+2] (copper chromite). Solvent: O1CCCC1 (tetrahydrofuran). Yields the product C1(=CC=CC=C1)CN1C[C@H]([C@H](CC1)CO)O ((±)-cis-1-(phenylmethyl)-3-hydroxy-4-piperidinemethanol), C1(=CC=CC=C1)CN1C[C@H]([C@@H](CC1)CO)O ((±)-trans-1-(phenylmethyl)-3-hydroxy-4-piperidinemethanol). As a reaction SMILES: [C:1]1([CH2:7][N:8]2[CH2:13][CH2:12][C@H:11]([CH2:14][OH:15])[C@H:10]([OH:16])[CH2:9]2)[CH:6]=[CH:5][CH:4]=[CH:3][CH:2]=1.[O-2].[Ca+2]>O1CCCC1.[Cr]([O-])([O-])=O.[Cu+2]>[C:1]1([CH2:7][N:8]2[CH2:13][CH2:12][C@H:11]([CH2:14][OH:15])[C@H:10]([OH:16])[CH2:9]2)[CH:2]=[CH:3][CH:4]=[CH:5][CH:6]=1.[C:1]1([CH2:7][N:8]2[CH2:13][CH2:12][C@@H:11]([CH2:14][OH:15])[C@H:10]([OH:16])[CH2:9]2)[CH:2]=[CH:3][CH:4]=[CH:5][CH:6]=1 |f:1.2,4.5|. Reported procedure: A mixture of (±)-cis-1-(phenylmethyl)-3-hydroxy-4-piperidinemethanol (0.11 mol) and calcium oxide (5 g) in tetrahydrofuran (250 ml) was hydrogenated with copper chromite (CuO.Cr2O3) (4 g) as a catalyst at 120° C. The catalyst was filtered off and the filtrate was evaporated. The residue was purified by column chromatography (CH2Cl2 /CH3OH/CH3OH(NH3): 93/5/2). The fractions were evaporated, yielding 8.5 g of (±)-cis-1-(phenylmethyl)-3-hydroxy-4-piperidinemethanol and 6.32 g of (±)-trans-1-(phenyl... Starting materials: C(C)C1=C(NC=C2C(=NN(C2=O)C2=CC=C(C(=O)O)C=C2)CCC)C=CC=C1 (4-(4-(2-ethylanilinomethylene)-4,5-dihydro-5-oxo-3-propyl-1H-pyrazol-1-yl)-benzoic acid), C(CCCCC)N (hexylamine). The product is C(C)C1=C(NC=C2C(=NN(C2=O)C2=CC=C(C(=O)NCCCCCC)C=C2)CCC)C=CC=C1 (4-(4-(2-ethylanilinomethylene)-4,5-dihydro-5-oxo-3-propyl-1H-pyrazol-1-yl)-N-hexylbenzamide). As a reaction SMILES: [CH2:1]([C:3]1[CH:28]=[CH:27][CH:26]=[CH:25][C:4]=1[NH:5][CH:6]=[C:7]1[C:11](=[O:12])[N:10]([C:13]2[CH:21]=[CH:20][C:16]([C:17](O)=[O:18])=[CH:15][CH:14]=2)[N:9]=[C:8]1[CH2:22][CH2:23][CH3:24])[CH3:2].[CH2:29]([NH2:35])[CH2:30][CH2:31][CH2:32][CH2:33][CH3:34]>>[CH2:1]([C:3]1[CH:28]=[CH:27][CH:26]=[CH:25][C:4]=1[NH:5][CH:6]=[C:7]1[C:11](=[O:12])[N:10]([C:13]2[CH:21]=[CH:20][C:16]([C:17]([NH:35][CH2:29][CH2:30][CH2:31][CH2:32][CH2:33][CH3:34])=[O:18])=[CH:15][CH:14]=2)[N:9]=[C:8]1[CH2:22][CH2:23][CH3:24])[CH3:2]. Procedure details: From the reaction of 4-(4-(2-ethylanilinomethylene)-4,5-dihydro-5-oxo-3-propyl-1H-pyrazol-1-yl)-benzoic acid and hexylamine, 4-(4-(2-ethylanilinomethylene)-4,5-dihydro-5-oxo-3-propyl-1H-pyrazol-1-yl)-N-hexylbenzamide is obtained, Mp 46.7° C.